Dataset: the Open Reaction Database (ORD), a public repository of structured organic reaction records. Task: describe an organic reaction: reactants, conditions, products, and yield The reactants are COC(=O)CBr, CC(C)(C)c1ccc(C(=O)Nc2cc[nH]c(=O)n2)cc1, CO, [H-], [H][H], [Na+], CN(C)C=O. Product: COC(=O)Cn1ccc(NC(=O)c2ccc(C(C)(C)C)cc2)nc1=O. As a reaction SMILES: [Br:25][CH2:26][C:27](=[O:28])[O:29][CH3:30].[C:1]([CH3:2])([CH3:3])([CH3:4])[c:5]1[cH:6][cH:7][c:8]([C:9](=[O:10])[NH:11][c:12]2[n:13][c:14](=[O:18])[nH:15][cH:16][cH:17]2)[cH:19][cH:20]1.[CH3:36][OH:37].[H-:21].[H:23][H:24].[Na+:22].[O:31]=[CH:32][N:33]([CH3:34])[CH3:35]>>[C:1]([CH3:2])([CH3:3])([CH3:4])[c:5]1[cH:6][cH:7][c:8]([C:9](=[O:10])[NH:11][c:12]2[n:13][c:14](=[O:18])[n:15]([CH2:26][C:27](=[O:28])[O:29][CH3:30])[cH:16][cH:17]2)[cH:19][cH:20]1. Starting materials: CO (MeOH), Cl (Hydrogen chloride), N1[C@H](C(=O)O)CSC1 (L-thioproline), CO (MeOH), resin. Procedure details: Hydrogen chloride gas was bubbled through a suspension of L-thioproline (990 mg, 7.55 mmol) in MeOH (30 mL) cooled at 0° C. for 5 min. The resulting clear solution was stirred at RT for 2 h, then concentrated carefully under reduced pressure. The obtained residue was dried in vacuo overnight to give a white solid, which was dissolved in MeOH (30 mL) and treated with Diaion® WA21J resin (6 g). The resulting suspension was stirred at RT for 30 min, then filtered. The filtrate was concentrated care... Run at temperature 0 celsius, time 2 hour. Yields the product COC(=O)C1NCSC1 (Thiazolidine-4-carboxylic acid methyl ester). RXN SMILES: Cl.[NH:2]1[CH2:9][S:8][CH2:7][C@H:3]1[C:4]([OH:6])=[O:5].[CH3:10]O>>[CH3:10][O:5][C:4]([CH:3]1[CH2:7][S:8][CH2:9][NH:2]1)=[O:6]. Reactants: C([O-])([O-])=O.[K+].[K+] (potassium carbonate), Cl.N[C@H](C(=O)N)CC ((S)-2-amino-butanamide hydrochloride), ClCCCC(=O)Cl (4-chlorobutyryl chloride). The solvent is C(C)#N (acetonitrile), C(C)#N (acetonitrile), CCOCC (ether). Conditions: temperature 0 celsius. Yields the product NC(=O)[C@H](CC)NC(CCCCl)=O ((S)-N-[1-(aminocarbonyl)propyl]-4-chlorobutanamide). The yield is 78.7%. RXN SMILES: C(=O)([O-])[O-].[K+].[K+].Cl.[NH2:8][C@@H:9]([CH2:13][CH3:14])[C:10]([NH2:12])=[O:11].[Cl:15][CH2:16][CH2:17][CH2:18][C:19](Cl)=[O:20]>C(#N)C.CCOCC>[NH2:12][C:10]([C@@H:9]([NH:8][C:19](=[O:20])[CH2:18][CH2:17][CH2:16][Cl:15])[CH2:13][CH3:14])=[O:11] |f:0.1.2,3.4|. Procedure details: 345.6 g (2.5 moles) of ground potassium carbonate are mixed with 138.5 g (1 mole) of (S)-2-amino-butanamide hydrochloride in 2.5 liters of acetonitrile. The reaction mixture is cooled to 0° C. and a solution of 129.2 g (1.2 mole) of 4-chlorobutyryl chloride in 500 ml of acetonitrile is introduced dropwise. After the addition, the reaction mixture is allowed to return to ambient temperature; the insoluble matter is filtered off and the filtrate evaporated under reduced pressure. The crude residue... Starting materials: C(C)(=O)OCC(CCC)(CCC1=CC(=CC=C1)O)NC(C)=O (2-Acetamido-2-[2-(3-hydroxyphenyl)ethyl]pentyl acetate), Cl.NC(CO)(CCC)CCC1=C(C=CC=C1)OCCCCCCC (2-Amino-2-(2-(2-heptyloxyphenyl)ethyl)pentanol hydrochloride), C(CCCCCCC)Br (octyl bromide), example 52 ( 9 ). Yields the product Cl.NC(CO)(CCC)CCC1=CC(=CC=C1)OCCCCCCCC (2-Amino-2-[2-(3-octyloxyphenyl)ethyl]pentanol hydrochloride). As a reaction SMILES: C([O:4][CH2:5][C:6]([NH:19]C(=O)C)([CH2:10][CH2:11][C:12]1[CH:17]=[CH:16][CH:15]=[C:14]([OH:18])[CH:13]=1)[CH2:7][CH2:8][CH3:9])(=O)C.[CH2:23](Br)[CH2:24][CH2:25][CH2:26][CH2:27][CH2:28][CH2:29][CH3:30].[ClH:32].NC(CCC1C=CC=CC=1OCCCCCCC)(CCC)CO>>[ClH:32].[NH2:19][C:6]([CH2:10][CH2:11][C:12]1[CH:17]=[CH:16][CH:15]=[C:14]([O:18][CH2:23][CH2:24][CH2:25][CH2:26][CH2:27][CH2:28][CH2:29][CH3:30])[CH:13]=1)([CH2:7][CH2:8][CH3:9])[CH2:5][OH:4] |f:2.3,4.5|. Procedure: 2-Acetamido-2-[2-(3-hydroxyphenyl)ethyl]pentyl acetate and octyl bromide were used in the same manner as working example 52 (9) and (10) to give the subject compound as a yellowish oily substance. Reactants: C1COC(C=2SC=C(C2)C=O)O1 (2,4-thiophenedicarboxaldehyde 2-ethylene acetal), [BH4-].[Na+] (sodium borohydride). The solvent is C(C)O (ethanol). Conditions: time 30 minute. The product is C1COC(C=2SC=C(C2)CO)O1 (4-hydroxymethyl-2-thiophenecarboxaldehyde ethylene acetal). As a reaction SMILES: [CH2:1]1[O:12][CH:4]([C:5]2[S:6][CH:7]=[C:8]([CH:10]=[O:11])[CH:9]=2)[O:3][CH2:2]1.[BH4-].[Na+]>C(O)C>[CH2:2]1[O:3][CH:4]([C:5]2[S:6][CH:7]=[C:8]([CH2:10][OH:11])[CH:9]=2)[O:12][CH2:1]1 |f:1.2|. Procedure details: 228 m9 of 2,4-thiophenedicarboxaldehyde 2-ethylene acetal was dissolved in 3 ml of ethanol, and 57 mg of sodium borohydride was added. The mixture was stirred for 30 minutes at room temperature. The solvent was evaporated, and water and ethyl ether were added to the residue to extract it. The organic layer was separated, and dried over anhydrous magnesium sulfate. The desiccant was separated, and the solvent was evaporated. The residue was purified by silica gel column chromatography Wakogel C-2... Procedure: Using (S)-4-methylisothiazolidine 1,1-dioxide (90 mg) described in Preparation Example 4 and (4-iodophenyl)[4-(3,5,6-trimethylpyridin-2-yl)piperazin-1-yl]methanone (193 mg) described in Preparation Example 120 and by the reaction and treatment in the same manner as in Example 4, the title compound (108 mg) was obtained. Reaction SMILES: [CH3:1][C@@H:2]1[CH2:6][S:5](=[O:8])(=[O:7])[NH:4][CH2:3]1.I[C:10]1[CH:15]=[CH:14][C:13]([C:16]([N:18]2[CH2:23][CH2:22][N:21]([C:24]3[C:29]([CH3:30])=[CH:28][C:27]([CH3:31])=[C:26]([CH3:32])[N:25]=3)[CH2:20][CH2:19]2)=[O:17])=[CH:12][CH:11]=1>>[CH3:1][C@@H:2]1[CH2:6][S:5](=[O:8])(=[O:7])[N:4]([C:10]2[CH:15]=[CH:14][C:13]([C:16]([N:18]3[CH2:23][CH2:22][N:21]([C:24]4[C:29]([CH3:30])=[CH:28][C:27]([CH3:31])=[C:26]([CH3:32])[N:25]=4)[CH2:20][CH2:19]3)=[O:17])=[CH:12][CH:11]=2)[CH2:3]1. Product: C[C@H]1CN(S(C1)(=O)=O)C1=CC=C(C=C1)C(=O)N1CCN(CC1)C1=NC(=C(C=C1C)C)C ((S)-[4-(4-methyl-1,1-dioxo-1λ6-isothiazolidin-2-yl)phenyl][4-(3,5,6-trimethylpyridin-2-yl)piperazin-1-yl]methanone). The reactants are C[C@H]1CNS(C1)(=O)=O ((S)-4-methylisothiazolidine 1,1-dioxide), IC1=CC=C(C=C1)C(=O)N1CCN(CC1)C1=NC(=C(C=C1C)C)C ((4-iodophenyl)[4-(3,5,6-trimethylpyridin-2-yl)piperazin-1-yl]methanone). The yield is 55.0%.